This data is from the Open Reaction Database (ORD), a public repository of structured organic reaction records. The task is: describe an organic reaction: reactants, conditions, products, and yield Starting materials: [BH3-]C#N, CCN(C(C)C)C(C)C, COc1cc(OCc2nnn[nH]2)cc(C(=O)NC2CCNCC2)c1, CCO, CC(=O)O, CC(C)Oc1cc(C=O)cc(OC(C)C)c1, [Na+]. Yields the product COc1cc(OCc2nnn[nH]2)cc(C(=O)NC2CCN(Cc3cc(OC(C)C)cc(OC(C)C)c3)CC2)c1. RXN SMILES: [C:41]([BH3-:42])#[N:43].[CH2:45]([N:46]([CH:47]([CH3:48])[CH3:49])[CH:50]([CH3:51])[CH3:52])[CH3:53].[CH3:1][O:2][c:3]1[cH:4][c:5]([C:6](=[O:7])[NH:8][CH:9]2[CH2:10][CH2:11][NH:12][CH2:13][CH2:14]2)[cH:15][c:16]([O:18][CH2:19][c:20]2[n:21][n:22][n:23][nH:24]2)[cH:17]1.[CH3:54][CH2:55][OH:56].[CH3:57][C:58](=[O:59])[OH:60].[CH:25]([CH3:26])([CH3:27])[O:28][c:29]1[cH:30][c:31]([CH:32]=[O:33])[cH:34][c:35]([O:37][CH:38]([CH3:39])[CH3:40])[cH:36]1.[Na+:44]>>[CH3:1][O:2][c:3]1[cH:4][c:5]([C:6](=[O:7])[NH:8][CH:9]2[CH2:10][CH2:11][N:12]([CH2:32][c:31]3[cH:30][c:29]([O:28][CH:25]([CH3:26])[CH3:27])[cH:36][c:35]([O:37][CH:38]([CH3:39])[CH3:40])[cH:34]3)[CH2:13][CH2:14]2)[cH:15][c:16]([O:18][CH2:19][c:20]2[nH:21][n:22][n:23][n:24]2)[cH:17]1.